This data is from the Open Reaction Database (ORD), a public repository of structured organic reaction records. The task is: describe an organic reaction: reactants, conditions, products, and yield Starting materials: CC(=O)O[BH-](OC(C)=O)OC(C)=O, CNC, CCO, Cl, [Na+], [Na+], [Na+], O=C([O-])[O-], N#Cc1ccc2[nH]cc(C3CCC(=O)C3)c2c1, O. Product: CN(C)C1CCC(c2c[nH]c3ccc(C#N)cc23)C1. As a reaction SMILES: [C:21]([O:22][BH-:23]([O:24][C:25](=[O:26])[CH3:27])[O:28][C:29](=[O:30])[CH3:31])(=[O:32])[CH3:33].[CH3:18][NH:19][CH3:20].[CH3:42][CH2:43][OH:44].[ClH:35].[Na+:34].[Na+:36].[Na+:37].[O-:38][C:39](=[O:40])[O-:41].[O:1]=[C:2]1[CH2:3][CH:4]([c:7]2[cH:8][nH:9][c:10]3[cH:11][cH:12][c:13]([C:16]#[N:17])[cH:14][c:15]23)[CH2:5][CH2:6]1.[OH2:45]>>[CH:2]1([N:19]([CH3:18])[CH3:20])[CH2:3][CH:4]([c:7]2[cH:8][nH:9][c:10]3[cH:11][cH:12][c:13]([C:16]#[N:17])[cH:14][c:15]23)[CH2:5][CH2:6]1. Reactants: NC1=C(C=CC(=C1Cl)OCC(OC)OC)C(C)=O (1-[2-amino-3-chloro-4-(2,2-dimethoxy-ethoxy)-phenyl]-ethanone), C(C)(C)C=1N=C(SC1)C(=O)O (4-isopropyl-thiazole-2-carboxylic acid), O=P(Cl)(Cl)Cl (POCl3). The solvent is N1=CC=CC=C1 (pyridine). Run at temperature -10 celsius, time 2 hour. Yields the product C(C)(=O)C1=CC=C(C(=C1NC(=O)C=1SC=C(N1)C(C)C)Cl)OCC(OC)OC (4-Isopropyl-thiazole-2-carboxylic acid [6-acetyl-2-chloro-3-(2,2-dimethoxy-ethoxy)-phenyl]-amide). Isolated yield 96.1%. Reaction SMILES: [NH2:1][C:2]1[C:7]([Cl:8])=[C:6]([O:9][CH2:10][CH:11]([O:14][CH3:15])[O:12][CH3:13])[CH:5]=[CH:4][C:3]=1[C:16](=[O:18])[CH3:17].[CH:19]([C:22]1[N:23]=[C:24]([C:27](O)=[O:28])[S:25][CH:26]=1)([CH3:21])[CH3:20].O=P(Cl)(Cl)Cl>N1C=CC=CC=1>[C:16]([C:3]1[C:2]([NH:1][C:27]([C:24]2[S:25][CH:26]=[C:22]([CH:19]([CH3:21])[CH3:20])[N:23]=2)=[O:28])=[C:7]([Cl:8])[C:6]([O:9][CH2:10][CH:11]([O:12][CH3:13])[O:14][CH3:15])=[CH:5][CH:4]=1)(=[O:18])[CH3:17]. Reported procedure: 1-[2-amino-3-chloro-4-(2,2-dimethoxy-ethoxy)-phenyl]-ethanone (1.89 g, 6.92 mmol) and 4-isopropyl-thiazole-2-carboxylic acid (1.77 g, 10.38 mmol) was dissolved in pyridine (20 mL) and was cooled to −10° C. POCl3 (0.823 mL, 8.99 mmol) was added dropwise. The reaction was stirred at −10° C. for 2 hours. The reaction was quenched with CH3OH (5 mL). After 15 minutes, the reaction was taken up in EtOAc and extracted with 2N HCl(aq). The organic layer was dried with Na2SO4, filtered and was concentrat... The reactants are Cc1c(C(=O)O)oc2ccccc12, CC(=O)c1ccc(N)cc1. The reagents and catalysts are CCN=C=NCCCN(C)C.Cl (EDC-HCl), CCN(CC)CC (TEA), C1=CC=C2C(=C1)N=NN2O (HOBt). Run in CN(C)C=O (DMF), CN(C)C=O (DMF), CN(C)C=O (DMF), CN(C)C=O (DMF), CN(C)C=O (DMF), CN(C)C=O (DMF). Run at temperature 25 celsius, time 2 hour. The product is CC(=O)c1ccc(NC(=O)c2oc3ccccc3c2C)cc1. Isolated yield 10.1%. Reaction SMILES: CC(=O)c1ccc(N)cc1.Cc1c(C(=O)O)oc2ccccc12.CCN=C=NCCCN(C)C.Cl.C1=CC=C2C(=C1)N=NN2O.CCN(CC)CC.CN(C)C=O>>CC(=O)c1ccc(NC(=O)c2oc3ccccc3c2C)cc1. Starting materials: CI, CCOC(C)=O, [H-], [Na+], CN(C)C=O, c1cnc2[nH]ccc2c1. Product: Cn1ccc2cccnc21. Reaction SMILES: [CH3:17][I:18].[CH3:19][CH2:20][O:21][C:22]([CH3:23])=[O:24].[H-:16].[Na+:15].[O:10]=[CH:11][N:12]([CH3:13])[CH3:14].[nH:1]1[cH:2][cH:3][c:4]2[c:5]1[n:6][cH:7][cH:8][cH:9]2>>[n:1]1([CH3:11])[cH:2][cH:3][c:4]2[c:5]1[n:6][cH:7][cH:8][cH:9]2. The reactants are NC1=CC(N(C(=N1)CCC)C1=CC=C(C=C1)OCC(F)(F)F)=O (6-amino-2-propyl-3-[4-(2,2,2-trifluoroethoxy)phenyl]pyrimidin-4(3H)-one), C(C=C)(=O)Cl (acryloyl chloride), [Cl-].[NH4+] (ammonium chloride), C([O-])([O-])=O.[K+].[K+] (potassium carbonate). Solvent: CN(C(C)=O)C (N,N-dimethylacetamide). Reaction conditions: time 30 minute. The product is C(CC)C=1N(C(C2=C(N1)NC(CC2)=O)=O)C2=CC=C(C=C2)OCC(F)(F)F (2-propyl-3-[4-(2,2,2-trifluoroethoxy)phenyl]-5,6-dihydropyrido[2,3-d]pyrimidine-4,7(3H,8H)-dione). Reaction SMILES: [NH2:1][C:2]1[N:7]=[C:6]([CH2:8][CH2:9][CH3:10])[N:5]([C:11]2[CH:16]=[CH:15][C:14]([O:17][CH2:18][C:19]([F:22])([F:21])[F:20])=[CH:13][CH:12]=2)[C:4](=[O:23])[CH:3]=1.[C:24](Cl)(=[O:27])[CH:25]=[CH2:26].C(=O)([O-])[O-].[K+].[K+].[Cl-].[NH4+]>CN(C)C(=O)C>[CH2:8]([C:6]1[N:5]([C:11]2[CH:12]=[CH:13][C:14]([O:17][CH2:18][C:19]([F:22])([F:20])[F:21])=[CH:15][CH:16]=2)[C:4](=[O:23])[C:3]2[CH2:26][CH2:25][C:24](=[O:27])[NH:1][C:2]=2[N:7]=1)[CH2:9][CH3:10] |f:2.3.4,5.6|. Reported procedure: To a solution of 6-amino-2-propyl-3-[4-(2,2,2-trifluoroethoxy)phenyl]pyrimidin-4(3H)-one (270 mg) in N,N-dimethylacetamide (15 mL) was added acryloyl chloride (0.20 mL) at 0° C., and the mixture was stirred for 30 min, and then at room temperature overnight. To the reaction mixture was added potassium carbonate (570 mg) at room temperature, and the mixture was stirred for 1 hr. To the reaction mixture was added saturated aqueous ammonium chloride solution under ice-cooling, and the mixture was e... The reactants are [NH2-].[Na+] (sodamide), 60.3, ClC1=CC=C(C=C1)CC#N (4-chlorophenylacetonitrile), ClCCN(S(=O)(=O)C1=CC=C(C=C1)C)CCCl (N,N-bis(2-chloroethyl)-4-toluenesulfonamide). Run in C1=CC=CC=C1 (benzene). Run at time 1 hour. Product: C1(=CC=C(C=C1)S(=O)(=O)N1CCC(CC1)(C#N)C1=CC=C(C=C1)Cl)C (1-(4-toluenesulfonyl)-4-(4-chlorophenyl)-4-piperidinecarbonitrile). As a reaction SMILES: [Cl:1][C:2]1[CH:7]=[CH:6][C:5]([CH2:8][C:9]#[N:10])=[CH:4][CH:3]=1.Cl[CH2:12][CH2:13][N:14]([CH2:25][CH2:26]Cl)[S:15]([C:18]1[CH:23]=[CH:22][C:21]([CH3:24])=[CH:20][CH:19]=1)(=[O:17])=[O:16].[NH2-].[Na+]>C1C=CC=CC=1>[C:21]1([CH3:24])[CH:20]=[CH:19][C:18]([S:15]([N:14]2[CH2:25][CH2:26][C:8]([C:5]3[CH:6]=[CH:7][C:2]([Cl:1])=[CH:3][CH:4]=3)([C:9]#[N:10])[CH2:12][CH2:13]2)(=[O:17])=[O:16])=[CH:23][CH:22]=1 |f:2.3|. Procedure: To a solution of 60.3 parts of 4-chlorophenylacetonitrile and 118 parts of N,N-bis(2-chloroethyl)-4-toluenesulfonamide in 720 parts of dried benzene under N2 there is added portionwise with stirring at 10°-13° C 32.6 parts of sodamide. The cooling bath is then removed and the mixture is stirred for one hour during which time the temperature rises to 70° C and then falls back to 43° C. Ice cold water is added to the mixture and a fine solid forms. This is separated by filtration and washed succes...